Task: describe an organic reaction: reactants, conditions, products, and yield. Dataset: the Open Reaction Database (ORD), a public repository of structured organic reaction records RXN SMILES: [CH2:1]([O:3][C:4]([C:6]1[CH:10]=[CH:9][NH:8][N:7]=1)=[O:5])[CH3:2].Br[CH2:12][CH2:13][O:14][CH:15]1[CH2:20][CH2:19][CH2:18][CH2:17][O:16]1.C(=O)([O-])[O-].[K+].[K+].[I-].[Li+]>CN1CCCC1=O.C(OCC)(=O)C.O>[CH2:1]([O:3][C:4]([C:6]1[N:7]([CH2:12][CH2:13][O:14][CH:15]2[CH2:20][CH2:19][CH2:18][CH2:17][O:16]2)[N:8]=[CH:9][CH:10]=1)=[O:5])[CH3:2] |f:2.3.4,5.6,8.9|. Reactants: C(C)OC(=O)C1=NNC=C1 (Ethyl-pyrazole-3-carboxylate), BrCCOC1OCCCC1 (2-(2-bromoethoxy)-tetrahydro-2H-pyran), C([O-])([O-])=O.[K+].[K+] (potassium carbonate), [I-].[Li+] (lithium iodide). The product is C(C)OC(=O)C=1N(N=CC1)CCOC1OCCCC1 (2-[2-(Tetrahydro-pyran-2-yloxy)-ethyl]-2H-pyrazole-3-carboxylic acid ethyl ester). The solvent is CN1C(CCC1)=O (1-methyl-2-pyrrolidinone), C(C)(=O)OCC.O (ethyl acetate water). Procedure details: Ethyl-pyrazole-3-carboxylate (980 mg, 7.0 mmol), 2-(2-bromoethoxy)-tetrahydro-2H-pyran (1.57 g, 7.5 mmol), potassium carbonate (1.01 g, 7.3 mmol) and lithium iodide (46.8 mg, 0.35 mmol) were dissolved in 1-methyl-2-pyrrolidinone (10 mL) and the reaction mixture heated to 80° C. for 24 hours. The reaction mixture was allowed to cool for 17 hours and then diluted with a mixture of ethyl acetate:water 1:1 (500 mL). The organic layer was washed with water (3×250 mL), dried over magnesium sulphate an... Reaction conditions: temperature 80 celsius.